Dataset: the Open Reaction Database (ORD), a public repository of structured organic reaction records. Task: describe an organic reaction: reactants, conditions, products, and yield The reactants are [BH4-], CO, CC(=O)c1cccc(Sc2ccccc2F)c1O, [Na+]. Product: CC(O)c1cccc(Sc2ccccc2F)c1O. As a reaction SMILES: [BH4-:1].[CH3:21][OH:22].[F:3][c:4]1[c:5]([S:10][c:11]2[c:12]([OH:20])[c:13]([C:17]([CH3:18])=[O:19])[cH:14][cH:15][cH:16]2)[cH:6][cH:7][cH:8][cH:9]1.[Na+:2]>>[F:3][c:4]1[c:5]([S:10][c:11]2[c:12]([OH:20])[c:13]([CH:17]([CH3:18])[OH:19])[cH:14][cH:15][cH:16]2)[cH:6][cH:7][cH:8][cH:9]1. The reactants are C1(CCCCC1)C(=O)O (cyclohexane carboxylic acid), C(=O)(O)C1=C(SC(=C1C)C1=CC=CC=C1)NC(=O)C1CCCCC1 (N-(3-carboxy-methyl-5-phenyl-2-thienyl)-cyclohexane carboxamide), [Li+].[I-] (LiI), ( a ). Solvent: N1=C(C=C(C=C1C)C)C (collidine). Product: C1(=CC=CC=C1)C1=CC=C(S1)NC(=O)C1CCCCC1 (N-(5-Phenyl-2-thienyl)cyclohexane carboxamide). As a reaction SMILES: C([C:4]1[C:8](C)=[C:7]([C:10]2[CH:15]=[CH:14][CH:13]=[CH:12][CH:11]=2)[S:6][C:5]=1[NH:16][C:17]([CH:19]1[CH2:24][CH2:23][CH2:22][CH2:21][CH2:20]1)=[O:18])(O)=O.[Li+].[I-].C1(C(O)=O)CCCCC1>N1C(C)=CC(C)=CC=1C>[C:10]1([C:7]2[S:6][C:5]([NH:16][C:17]([CH:19]3[CH2:20][CH2:21][CH2:22][CH2:23][CH2:24]3)=[O:18])=[CH:4][CH:8]=2)[CH:11]=[CH:12][CH:13]=[CH:14][CH:15]=1 |f:1.2|. Procedure details: This compound (m.p. 174° C.) was prepared from N-(3-carboxy-methyl-5-phenyl-2-thienyl)-cyclohexane carboxamide (31.1 g, 0.1 mole) and LiI. 2H2O (48.1 g, 0.32 mole) by refluxing in collidine (125 ml.) according to the procedure of Example 53 (a). This compound was also prepared according to the procedure of Example 53(b), using cyclohexane carboxylic acid as the acylating agent. The products of the two processes were spectrally identical and had a melting point of 175° C. Reactants: Brc1cnc(-c2cccc(OCc3ccccc3)c2)nc1, Cl, [K+], [OH-], O, OCCO, S. Product: Oc1cnc(-c2cccc(OCc3ccccc3)c2)nc1. Reaction SMILES: [CH2:3]([c:4]1[cH:5][cH:6][cH:7][cH:8][cH:9]1)[O:10][c:11]1[cH:12][c:13](-[c:17]2[n:18][cH:19][c:20]([Br:23])[cH:21][n:22]2)[cH:14][cH:15][cH:16]1.[ClH:25].[K+:2].[OH-:1].[OH2:30].[OH:26][CH2:27][CH2:28][OH:29].[S:24]>>[OH:1][c:20]1[cH:19][n:18][c:17](-[c:13]2[cH:12][c:11]([O:10][CH2:3][c:4]3[cH:5][cH:6][cH:7][cH:8][cH:9]3)[cH:16][cH:15][cH:14]2)[n:22][cH:21]1. The reactants are C([O-])(O)=O.[Na+] (sodium bicarbonate), C(#N)C=1C=NN(C1C(OCC)OCC)C1=NN(C(=C1Cl)S(=O)(=O)C)C (4-cyano-5-diethoxymethyl-1-(4-chloro-1-methyl-5-methylsulfonyl-3-pyrazolyl)pyrazole), C(CO)O (ethylene glycol), C1(=CC=C(C=C1)S(=O)(=O)O)C (p-toluenesulfonic acid). Run in O (water), C1(=CC=CC=C1)C (toluene). Yields the product C(#N)C=1C=NN(C1C(OCC)OCC)C1=NN(C(=C1)SC)C (4-Cyano-5diethoxymethyl-1-(1-methyl-5-methylthio-3-pyrazolyl)-pyrazole). Reaction SMILES: [C:1]([C:3]1[CH:4]=[N:5][N:6]([C:15]2[C:19](Cl)=[C:18]([S:21]([CH3:24])(=O)=O)[N:17]([CH3:25])[N:16]=2)[C:7]=1[CH:8]([O:12][CH2:13][CH3:14])[O:9][CH2:10][CH3:11])#[N:2].C(O)CO.C1(C)C=CC(S(O)(=O)=O)=CC=1.C(=O)(O)[O-].[Na+]>C1(C)C=CC=CC=1.O>[C:1]([C:3]1[CH:4]=[N:5][N:6]([C:15]2[CH:19]=[C:18]([S:21][CH3:24])[N:17]([CH3:25])[N:16]=2)[C:7]=1[CH:8]([O:9][CH2:10][CH3:11])[O:12][CH2:13][CH3:14])#[N:2] |f:3.4|. Reported procedure: 0.6 g (1.5 mmol) of 4-cyano-5-diethoxymethyl-1-(4-chloro-1-methyl-5-methylsulfonyl-3-pyrazolyl)pyrazole (Example B.2) and 0.5 ml of ethylene glycol together with 10 mg of p-toluenesulfonic acid are heated under reflux in 20 ml of toluene for 3 hours. Shaking with sodium bicarbonate and water, drying (sodium sulfate) and concentration using a rotary evaporator gives, in crystalline form, the desired product which can be further purified, if required, by recrystallization or silica gel column chro... Starting materials: C[C@H]([C@@H](C(=O)O)N1C(N(CC1)CC1=NC(=CC=C1)C)=O)CC ((2S,3S)-3-methyl-2-{3-[(6-methyl-2-pyridinyl)methyl]-2-oxo-1-imidazolidinyl}pentanoic acid), CCOP(=O)(OCC)ON1C(=O)C2=C(C=CC=C2)N=N1 (DEPBT), C(C)(C)N(C(C)C)CC (N,N-diisopropylethylamine), N[C@H]([C@H](C[C@@H](CC1=CC=C(C=C1)C1=NC=CC=C1)NC(=O)[C@H](C(C)(C)C)NC(OC)=O)O)CC1=CC=CC=C1 (methyl(1S)-1-[({(1R,3S,4S)-4-amino-3-hydroxy-5-phenyl-1-[4-(2-pyridinyl)benzyl]pentyl}amino)carbonyl]-2,2-dimethylpropylcarbamate). Solvent: C1CCOC1 (THF). Run at temperature 25 celsius, time 1 hour. Yields the product O[C@@H](C[C@@H](CC1=CC=C(C=C1)C1=NC=CC=C1)NC(=O)[C@H](C(C)(C)C)NC(OC)=O)[C@H](CC1=CC=CC=C1)NC([C@H](C(CC)C)N1C(N(CC1)CC1=NC(=CC=C1)C)=O)=O (methyl(1S)-1-[({(1R,3S,4S)-3-hydroxy-4-[((2S)-3-methyl-2-{3-[(6-methyl-2-pyridinyl)methyl]-2-oxo-1-imidazolidinyl}pentanoyl)amino]-5-phenyl-1-[4-(2-pyridinyl)benzyl]pentyl}amino)carbonyl]-2,2-dimethylpropylcarbamate). Isolated yield 80.2%. Reaction SMILES: [NH2:1][C@@H:2]([CH2:33][C:34]1[CH:39]=[CH:38][CH:37]=[CH:36][CH:35]=1)[C@@H:3]([OH:32])[CH2:4][C@H:5]([NH:19][C:20]([C@@H:22]([NH:27][C:28](=[O:31])[O:29][CH3:30])[C:23]([CH3:26])([CH3:25])[CH3:24])=[O:21])[CH2:6][C:7]1[CH:12]=[CH:11][C:10]([C:13]2[CH:18]=[CH:17][CH:16]=[CH:15][N:14]=2)=[CH:9][CH:8]=1.[CH3:40][C@@H:41]([CH2:60][CH3:61])[C@H:42]([N:46]1[CH2:50][CH2:49][N:48]([CH2:51][C:52]2[CH:57]=[CH:56][CH:55]=[C:54]([CH3:58])[N:53]=2)[C:47]1=[O:59])[C:43](O)=[O:44].CCOP(ON1N=NC2C=CC=CC=2C1=O)(OCC)=O.C(N(CC)C(C)C)(C)C>C1COCC1>[OH:32][C@H:3]([C@@H:2]([NH:1][C:43](=[O:44])[C@@H:42]([N:46]1[CH2:50][CH2:49][N:48]([CH2:51][C:52]2[CH:57]=[CH:56][CH:55]=[C:54]([CH3:58])[N:53]=2)[C:47]1=[O:59])[CH:41]([CH3:40])[CH2:60][CH3:61])[CH2:33][C:34]1[CH:35]=[CH:36][CH:37]=[CH:38][CH:39]=1)[CH2:4][C@H:5]([NH:19][C:20]([C@@H:22]([NH:27][C:28](=[O:31])[O:29][CH3:30])[C:23]([CH3:26])([CH3:25])[CH3:24])=[O:21])[CH2:6][C:7]1[CH:12]=[CH:11][C:10]([C:13]2[CH:18]=[CH:17][CH:16]=[CH:15][N:14]=2)=[CH:9][CH:8]=1. Procedure: A solution containing the product from Example 1H (0.020 g, 0.038 mmol) in THF (0.4 mL) was treated with the product from Example 7B (0.020 g, 0.048 mmol), DEPBT (0.017 g, 0.057 mmol), and N,N-diisopropylethylamine (0.035 mL, 0.201 mmol), stirred at 25° C. for 1 hour, and partitioned between ethyl acetate and 10% Na2CO3 solution. The organic phase was washed with additional 10% Na2CO3 solution and brine, dried over MgSO4, filtered and concentrated. The residue was chromatographed on silica gel e...